Dataset: the Open Reaction Database (ORD), a public repository of structured organic reaction records. Task: describe an organic reaction: reactants, conditions, products, and yield The reactants are C(C)(C)(C)N1CC2(CCN(CC2)C(=O)OC(C)(C)C)OC(C1)CO (tert-butyl 8-tert-butyl-10-(hydroxymethyl)-11-oxa-3,8-diazaspiro[5.5]undecane-3-carboxylate), [H-].[Na+] (sodium hydride), CI (Methyl iodide). Run in CN(C=O)C (N,N-dimethylformamide). Conditions: time 10 minute. Yields the product C(C)(C)(C)N1CC2(CCN(CC2)C(=O)OC(C)(C)C)OC(C1)COC (tert-butyl 8-tert-butyl-10-(methoxymethyl)-11-oxa-3,8-diazaspiro[5.5]undecane-3-carboxylate). Isolated yield 97.6%. Reaction SMILES: [C:1]([N:5]1[CH2:22][CH:21]([CH2:23][OH:24])[O:20][C:7]2([CH2:12][CH2:11][N:10]([C:13]([O:15][C:16]([CH3:19])([CH3:18])[CH3:17])=[O:14])[CH2:9][CH2:8]2)[CH2:6]1)([CH3:4])([CH3:3])[CH3:2].[H-].[Na+].[CH3:27]I>CN(C)C=O>[C:1]([N:5]1[CH2:22][CH:21]([CH2:23][O:24][CH3:27])[O:20][C:7]2([CH2:12][CH2:11][N:10]([C:13]([O:15][C:16]([CH3:17])([CH3:18])[CH3:19])=[O:14])[CH2:9][CH2:8]2)[CH2:6]1)([CH3:2])([CH3:3])[CH3:4] |f:1.2|. Procedure: To a solution of tert-butyl 8-tert-butyl-10-(hydroxymethyl)-11-oxa-3,8-diazaspiro[5.5]undecane-3-carboxylate (720 mg, 2.10 mmol) in N,N-dimethylformamide (7.0 mL) was added sodium hydride (588 mg, 14.7 mmol) and the reaction stirred for 10 min. Methyl iodide (916 μL, 14.7 mmol) was added and the reaction mixture stirred for 20 min. The reaction was quenched with saturated aqueous NH4Cl and extracted with ethyl acetate (2×25 mL). The combined organic layers were dried over Na2SO4, filtered and co...